This data is from the Open Reaction Database (ORD), a public repository of structured organic reaction records. The task is: describe an organic reaction: reactants, conditions, products, and yield Starting materials: C[Si](O[C@H]1C[C@H]2[C@H](C[C@H]3[C@@H]4CC[C@H]([C@@H](C=CC=O)C)[C@]4(CC[C@@H]3[C@]2(CC1)C)C)O[Si](C(C)(C)C)(C)C)(C(C)(C)C)C (3α,6α-bis(dimethyl-t-butylsilyloxy)-5β-cholen-24-al), O1CCCC1 (tetrahydrofuran). Yields the product C[Si](O[C@H]1C[C@H]2[C@H](C[C@H]3[C@@H]4CC[C@H]([C@@H](CCC=C(C)C)C)[C@]4(CC[C@@H]3[C@]2(CC1)C)C)O[Si](C(C)(C)C)(C)C)(C(C)(C)C)C (3α,6α-bis(dimethyl-t-butylsilyloxy)-5β-cholest-24-ene). RXN SMILES: [CH3:1][Si:2]([CH3:41])([C:37]([CH3:40])([CH3:39])[CH3:38])[O:3][C@@H:4]1[CH2:26][CH2:25][C@@:24]2([CH3:27])[C@H:6]([C@@H:7]([O:29][Si:30]([CH3:36])([CH3:35])[C:31]([CH3:34])([CH3:33])[CH3:32])[CH2:8][C@@H:9]3[C@@H:23]2[CH2:22]C[C@@]2(C)[C@H]3CC[C@@H]2[C@H](C)C=CC=O)[CH2:5]1.O1[CH2:46][CH2:45][CH2:44][CH2:43]1>>[CH3:36][Si:30]([CH3:35])([C:31]([CH3:33])([CH3:34])[CH3:32])[O:29][C@@H:7]1[CH2:8][CH2:9][C@@:23]2([CH3:22])[C@H:5]([C@@H:4]([O:3][Si:2]([CH3:41])([CH3:1])[C:37]([CH3:38])([CH3:40])[CH3:39])[CH2:26][C@@H:25]3[C@@H:24]2[CH2:27][CH2:25][C@@:26]2([CH3:4])[C@H:43]3[CH2:44][CH2:45][C@@H:46]2[C@H:23]([CH3:22])[CH2:9][CH2:8][CH:7]=[C:6]([CH3:24])[CH3:5])[CH2:6]1. Procedure details: 1.4 g of 3α,6α-bis(dimethyl-t-butylsilyloxy)-5β-cholen-24-al (prepared as described in my U.S. patent application Ser. No. 236,160) was dissolved in 5 ml of tetrahydrofuran and added dropwise to the ylid solution (as described in Example I). The reaction mixture was stirred, refluxed and processed in the manner of Example I. The product remaining after the evaporation of the petroleum ether extract was identified by IR and NMR data as the 3α,6α-bis (dimethyl-t-butylsilyloxy)-5β-cholest-24-ene.